From a dataset of the Open Reaction Database (ORD), a public repository of structured organic reaction records. describe an organic reaction: reactants, conditions, products, and yield Starting materials: C(C)(=O)OC1=C(C(=C(C(=C1CCCCCCCCCCOC(C)=O)C)O[Si](C1=CC=CC=C1)(C1=CC=CC=C1)C(C)(C)C)OC)OC (1-Acetoxy-6-(10-acetoxydecyl)-4-tert-butyldiphenylsilyloxy-2,3-dimethoxy-5-methylbenzene), O.O.O.[F-].C(CCC)[N+](CCCC)(CCCC)CCCC (tetrabutylammonium fluoride trihydrate). The solvent is O1CCCC1 (tetrahydrofuran). Reaction conditions: time 30 minute. Yields the product C(C)(=O)OC1=C(C(=C(C(=C1CCCCCCCCCCOC(C)=O)C)O)OC)OC (1-Acetoxy-6-(10-acetoxydecyl)-2,3-dimethoxy-4-hydroxy-5-methylbenzene). The yield is 77.6%. Reaction SMILES: [C:1]([O:4][C:5]1[C:10]([CH2:11][CH2:12][CH2:13][CH2:14][CH2:15][CH2:16][CH2:17][CH2:18][CH2:19][CH2:20][O:21][C:22](=[O:24])[CH3:23])=[C:9]([CH3:25])[C:8]([O:26][Si](C(C)(C)C)(C2C=CC=CC=2)C2C=CC=CC=2)=[C:7]([O:44][CH3:45])[C:6]=1[O:46][CH3:47])(=[O:3])[CH3:2].O.O.O.[F-].C([N+](CCCC)(CCCC)CCCC)CCC>O1CCCC1>[C:1]([O:4][C:5]1[C:10]([CH2:11][CH2:12][CH2:13][CH2:14][CH2:15][CH2:16][CH2:17][CH2:18][CH2:19][CH2:20][O:21][C:22](=[O:24])[CH3:23])=[C:9]([CH3:25])[C:8]([OH:26])=[C:7]([O:44][CH3:45])[C:6]=1[O:46][CH3:47])(=[O:3])[CH3:2] |f:1.2.3.4.5|. Reported procedure: 1-Acetoxy-6-(10-acetoxydecyl)-4-tert-butyldiphenylsilyloxy-2,3-dimethoxy-5-methylbenzene (0.483 g) was dissolved in tetrahydrofuran (5 ml), and tetrabutylammonium fluoride trihydrate (0.5 g) was added. The mixture was stirred at room temperature for 30 minutes. After concentration under reduced pressure, the residue was subjected to column chromatography on silica gel and eluted with hexane/ethyl acetate (7:3) to obtain the desired compound (0.24 g). Reactants: COCCCOc1cc(C(=O)N(CC2CN(C(=O)OC(C)(C)C)CC2COS(C)(=O)=O)C(C)C)ccc1OC, [N-]=[N+]=[N-], [Na+], [Na+], O=C([O-])O, CN(C)C=O. Yields the product COCCCOc1cc(C(=O)N(CC2CN(C(=O)OC(C)(C)C)CC2CN=[N+]=[N-])C(C)C)ccc1OC. RXN SMILES: [C:1]([CH3:2])([CH3:3])([CH3:4])[O:5][C:6](=[O:7])[N:8]1[CH2:9][CH:10]([CH2:19][N:20]([C:21]([c:22]2[cH:23][c:24]([O:30][CH2:31][CH2:32][CH2:33][O:34][CH3:35])[c:25]([O:28][CH3:29])[cH:26][cH:27]2)=[O:36])[CH:37]([CH3:38])[CH3:39])[CH:11]([CH2:13][O:14][S:15]([CH3:16])(=[O:17])=[O:18])[CH2:12]1.[N-:40]=[N+:41]=[N-:42].[Na+:43].[Na+:48].[O-:44][C:45]([OH:46])=[O:47].[O:49]=[CH:50][N:51]([CH3:52])[CH3:53]>>[C:1]([CH3:2])([CH3:3])([CH3:4])[O:5][C:6](=[O:7])[N:8]1[CH2:9][CH:10]([CH2:19][N:20]([C:21]([c:22]2[cH:23][c:24]([O:30][CH2:31][CH2:32][CH2:33][O:34][CH3:35])[c:25]([O:28][CH3:29])[cH:26][cH:27]2)=[O:36])[CH:37]([CH3:38])[CH3:39])[CH:11]([CH2:13][N:40]=[N+:41]=[N-:42])[CH2:12]1.